From a dataset of the Open Reaction Database (ORD), a public repository of structured organic reaction records. describe an organic reaction: reactants, conditions, products, and yield Reactants: ClC1=NC2=CC=C(C=C2C(=N1)C1=C(C=CC=C1)F)Cl (2,6-dichloro-4-(2-fluoro-phenyl)-quinazoline), C(C)(C)(C)OC(=O)N1CCC(CC1)N (4-amino-piperidine-1-carboxylic acid tert-butyl ester). The solvent is CN1CCCC1=O (NMP). The product is C(C)(C)(C)OC(=O)N1CCC(CC1)NC1=NC2=CC=C(C=C2C(=N1)C1=C(C=CC=C1)F)Cl (4-[6-Chloro-4-(2-fluoro-phenyl)-quinazolin-2-ylamino]-piperidine-1-carboxylic acid tert-butyl ester). Isolated yield 66.0%. As a reaction SMILES: Cl[C:2]1[N:11]=[C:10]([C:12]2[CH:17]=[CH:16][CH:15]=[CH:14][C:13]=2[F:18])[C:9]2[C:4](=[CH:5][CH:6]=[C:7]([Cl:19])[CH:8]=2)[N:3]=1.[C:20]([O:24][C:25]([N:27]1[CH2:32][CH2:31][CH:30]([NH2:33])[CH2:29][CH2:28]1)=[O:26])([CH3:23])([CH3:22])[CH3:21]>CN1C(=O)CCC1>[C:20]([O:24][C:25]([N:27]1[CH2:32][CH2:31][CH:30]([NH:33][C:2]2[N:11]=[C:10]([C:12]3[CH:17]=[CH:16][CH:15]=[CH:14][C:13]=3[F:18])[C:9]3[C:4](=[CH:5][CH:6]=[C:7]([Cl:19])[CH:8]=3)[N:3]=2)[CH2:29][CH2:28]1)=[O:26])([CH3:23])([CH3:21])[CH3:22]. Procedure: A mixture of 2,6-dichloro-4-(2-fluoro-phenyl)-quinazoline (0.92 g, 3.14 mmol, 1.0 equiv) and 4-amino-piperidine-1-carboxylic acid tert-butyl ester (0.82 g, 4.08 mmol, 1.3 equiv; commercially available) in anhydrous NMP (8 mL) was heated by microwave irradiation to 180° C. for 40 min. The organic phase was concentrated under reduced pressure and the residue extracted with dichloromethane (3×50 mL) from a sat. solution of sodium bicarbonate (100 mL). The combined organic phases were dried over MgS... Reactants: COC([C@H](CC1=CC=C(C=C1)OC\C=C\C#CC1=CC=C(C=C1)C#C\C=C\COC1=CC=C(C=C1)C[C@@H](C(=O)OC)NC1=C(C=CC=C1)C(C1=CC=CC=C1)=O)NC1=C(C=CC=C1)C(C1=CC=CC=C1)=O)=O ((E)(E)(S)(S) 2-(2-benzoyl-phenylamino)-3-(4-{5-[4-(5-{4-[2-(2-benzoyl-phenylamino)-2-methoxycarbonyl-ethyl]-phenoxy}-pent-3-en-1-ynyl)-phenyl]-pent-2-en-4-ynyloxy}-phenyl)-propionic acid methyl ester), [OH-].[Na+] (sodium hydroxide). Solvent: C1CCOC1 (THF), C(C)O (ethanol). Run at time 1 hour. The product is C(C1=CC=CC=C1)(=O)C1=C(C=CC=C1)N[C@H](C(=O)O)CC1=CC=C(C=C1)OC\C=C\C#CC1=CC=C(C=C1)C#C\C=C\COC1=CC=C(C=C1)C[C@@H](C(=O)O)NC1=C(C=CC=C1)C(C1=CC=CC=C1)=O ((E)(E)(S)(S) 2-(2-Benzoyl-phenylamino)-3-(4-{5-[4-(5-{4-[2-(2-benzoyl-phenylamino)-2-carboxy-ethyl]-phenoxy}-pent-3-en-1-ynyl)-phenyl]-pent-2-en-4-ynyloxy}-phenyl)-propionic acid). RXN SMILES: C[O:2][C:3](=[O:72])[C@@H:4]([NH:57][C:58]1[CH:63]=[CH:62][CH:61]=[CH:60][C:59]=1[C:64](=[O:71])[C:65]1[CH:70]=[CH:69][CH:68]=[CH:67][CH:66]=1)[CH2:5][C:6]1[CH:11]=[CH:10][C:9]([O:12][CH2:13]/[CH:14]=[CH:15]/[C:16]#[C:17][C:18]2[CH:23]=[CH:22][C:21]([C:24]#[C:25]/[CH:26]=[CH:27]/[CH2:28][O:29][C:30]3[CH:35]=[CH:34][C:33]([CH2:36][C@H:37]([NH:42][C:43]4[CH:48]=[CH:47][CH:46]=[CH:45][C:44]=4[C:49](=[O:56])[C:50]4[CH:55]=[CH:54][CH:53]=[CH:52][CH:51]=4)[C:38]([O:40]C)=[O:39])=[CH:32][CH:31]=3)=[CH:20][CH:19]=2)=[CH:8][CH:7]=1.[OH-].[Na+]>C1COCC1.C(O)C>[C:64]([C:59]1[CH:60]=[CH:61][CH:62]=[CH:63][C:58]=1[NH:57][C@@H:4]([CH2:5][C:6]1[CH:11]=[CH:10][C:9]([O:12][CH2:13]/[CH:14]=[CH:15]/[C:16]#[C:17][C:18]2[CH:23]=[CH:22][C:21]([C:24]#[C:25]/[CH:26]=[CH:27]/[CH2:28][O:29][C:30]3[CH:35]=[CH:34][C:33]([CH2:36][C@H:37]([NH:42][C:43]4[CH:48]=[CH:47][CH:46]=[CH:45][C:44]=4[C:49](=[O:56])[C:50]4[CH:55]=[CH:54][CH:53]=[CH:52][CH:51]=4)[C:38]([OH:40])=[O:39])=[CH:32][CH:31]=3)=[CH:20][CH:19]=2)=[CH:8][CH:7]=1)[C:3]([OH:72])=[O:2])(=[O:71])[C:65]1[CH:66]=[CH:67][CH:68]=[CH:69][CH:70]=1 |f:1.2|. Reported procedure: To a solution of (E)(E)(S)(S) 2-(2-benzoyl-phenylamino)-3-(4-{5-[4-(5-{4-[2-(2-benzoyl-phenylamino)-2-methoxycarbonyl-ethyl]-phenoxy}-pent-3-en-1-ynyl)-phenyl]-pent-2-en-4-ynyloxy}-phenyl)-propionic acid methyl ester (example 9) (370 mg 0.39 mmol) in THF (3 mL) and ethanol (3 mL) was added 1N sodium hydroxide (2 mL). After stirring at room temperature for 1 h, the reaction mixture was concentrated in vacuo, added water and 1N hydrochloride acid to pH 1. The product was extracted with dichloromet... Reactants: COC(=O)C1(OCCC1[Si](C)(C)C)C1=CC=C(C=C1)F (methyl-2-(4-fluorophenyl)-3-trimethylsilyl-2-tetrahydrofuroate), CC(C)([O-])C.[K+] (potassium t-butoxide), Cl (HCl). Run in CS(=O)C (DMSO). Conditions: temperature 60 celsius. The product is FC1=CC=C(C=C1)C1(OCCC1)C(=O)O (2-(4-fluorophenyl)-2-tetrahydrofuroic acid). Isolated yield 123.1%. RXN SMILES: C[O:2][C:3]([C:5]1([C:14]2[CH:19]=[CH:18][C:17]([F:20])=[CH:16][CH:15]=2)[CH:9]([Si](C)(C)C)[CH2:8][CH2:7][O:6]1)=[O:4].CC(C)([O-])C.[K+].Cl>CS(C)=O>[F:20][C:17]1[CH:18]=[CH:19][C:14]([C:5]2([C:3]([OH:4])=[O:2])[CH2:9][CH2:8][CH2:7][O:6]2)=[CH:15][CH:16]=1 |f:1.2|. Reported procedure: To a solution of methyl-2-(4-fluorophenyl)-3-trimethylsilyl-2-tetrahydrofuroate (16 mg, 0.0541 mmol) in DMSO (0.5 ml) was added potassium t-butoxide (30 mg, 0.270 mmol). The resulting mixture was heated at 60° C. overnight. TLC showed reaction was complete. The reaction mixture was poured into HCl (1N) and extracted with ethyl acetate. The combined organic layer was dried over MgSO4 and concentrated. The residue was purified by preparative TLC eluting with methylene chloride/methanol/acetic acid...